From a dataset of the Open Reaction Database (ORD), a public repository of structured organic reaction records. describe an organic reaction: reactants, conditions, products, and yield Reported procedure: 438 mg of (1S, 2R)-2-benzoyl-1-methoxycarbonylcyclohex-4-ene was dissolved in 2.5 ml of trifluoroacetic acid. To the solution, 2.5 ml of triethylsilyl hydride (Et3SiH) was added at 50° C., and the solution was stirred for 30 minutes at the same temperature. After the solution was allowed to stand to return to room temperature, a saturated sodium bicarbonate solution was added, and the water layer was extracted with ether. Then, the organic layer was dried over anhydrous magnesium sulfate, concen... Reactants: C(C)[SiH](CC)CC (triethylsilyl hydride), C(C1=CC=CC=C1)(=O)[C@H]1[C@H](CC=CC1)C(=O)OC ((1S, 2R)-2-benzoyl-1-methoxycarbonylcyclohex-4-ene), C([O-])(O)=O.[Na+] (sodium bicarbonate). Yield: 53.5%. Reaction SMILES: [C:1]([C@@H:9]1[CH2:14][CH:13]=[CH:12][CH2:11][C@@H:10]1[C:15]([O:17][CH3:18])=[O:16])(=O)[C:2]1[CH:7]=[CH:6][CH:5]=[CH:4][CH:3]=1.C([SiH](CC)CC)C.C(=O)(O)[O-].[Na+]>FC(F)(F)C(O)=O>[CH3:18][O:17][C:15]([C@@H:10]1[C@@H:9]([CH2:1][C:2]2[CH:7]=[CH:6][CH:5]=[CH:4][CH:3]=2)[CH:14]=[CH:13][CH2:12][CH2:11]1)=[O:16] |f:2.3|. Yields the product COC(=O)[C@H]1CCC=C[C@@H]1CC1=CC=CC=C1 ((1S, 6S)-1-methoxycarbonyl-6-benzylcyclohex-4-ene). Run in FC(C(=O)O)(F)F (trifluoroacetic acid). Run at time 30 minute. The reactants are [Cl-].[NH4+] (ammonium chloride), Grignard reagent, COCOC1=C(C=O)C=CC=C1 (2-(methoxymethoxy)-benzaldehyde), II (iodine), BrC1=CC=C(C=C1)SCC (1-bromo-4-(ethylthio)benzene), [Mg] (magnesium). Solvent: O (water), O1CCCC1 (tetrahydrofuran), O1CCCC1 (tetrahydrofuran). Reaction conditions: time 10 minute. Yields the product Grignard reagent, C1(=CC=CC=C1)C(O)C1=CC=CC=C1 (diphenylmethanol). The yield is 146.6%. As a reaction SMILES: Br[C:2]1[CH:7]=[CH:6][C:5](SCC)=[CH:4][CH:3]=1.[Mg].II.COCO[C:18]1[CH:25]=[CH:24][CH:23]=[CH:22][C:19]=1[CH:20]=[O:21].[Cl-].[NH4+]>O1CCCC1.O>[C:19]1([CH:20]([C:2]2[CH:3]=[CH:4][CH:5]=[CH:6][CH:7]=2)[OH:21])[CH:22]=[CH:23][CH:24]=[CH:25][CH:18]=1 |f:4.5|. Reported procedure: A Grignard reagent was prepared from 1-bromo-4-(ethylthio)benzene (1.1 g), magnesium (0.12 g), a catalytic amount of iodine and tetrahydrofuran (5 mL). To the Grignard reagent solution was added a solution of 2-(methoxymethoxy)-benzaldehyde (0.56 g) in tetrahydrofuran (12 mL), and the mixture was stirred at 65% for 10 minutes. After cooling to ambient temperature, a saturated aqueous ammonium chloride solution (5 mL) and water (20 mL) were added to the reaction mixture, and the mixture was extra... Starting materials: O (H2O), C(CS)S (1,2-ethanedithiol), B(F)(F)F.CCOCC (boron trifluoride etherate), N1C2=C(NC(C1=O)=O)C=1C=CC=CC1C2=O (9H-indeno[1,2-b]pyrazine-2,3,9(1H, 4H)-trione). Run in C1(=CC=CC=C1)C (toluene). Product: C1CSC2(NC3=C(NC2=O)C=2C=CC=CC2C3=O)S1 (9H-Indeno[1,2-b]pyrazine-2,3,9(1H, 4H)-trione 9-ethylene dithioacetal). Yield: 83.0%. Reaction SMILES: [NH:1]1[C:6](=O)[C:5](=[O:8])[NH:4][C:3]2[C:9]3[CH:10]=[CH:11][CH:12]=[CH:13][C:14]=3[C:15](=[O:16])[C:2]1=2.O.[CH2:18]([SH:21])[CH2:19][SH:20].B(F)(F)F.CCOCC>C1(C)C=CC=CC=1>[CH2:18]1[S:21][C:6]2([C:5](=[O:8])[NH:4][C:3]3[C:9]4[CH:10]=[CH:11][CH:12]=[CH:13][C:14]=4[C:15](=[O:16])[C:2]=3[NH:1]2)[S:20][CH2:19]1 |f:3.4|. Procedure details: A suspension of 9H-indeno[1,2-b]pyrazine-2,3,9(1H, 4H)-trione. 0.9 H2O (2.0 g, 8.68 mmol) in toluene (50 ml), 1,2-ethanedithiol (2.19 ml, 26.04 mmol) and boron trifluoride etherate (1.07 ml, 8.68 mmol) was refluxed for 20 hours. The reaction mixture was cooled to room temperature, and the precipitate was filtered off and washed with toluene, ethanol-water (2:1) and ethanol. The crude material (2.40 g) was recrystallized from DMF-water to give 2.09 g (83%) of the title compound. M.p. >300° C. 1H-... Starting materials: CC#N, ClCc1ccccc1, [Na+], O=C([O-])O, O=Cc1ccc(O)cc1O. The product is O=Cc1ccc(OCc2ccccc2)cc1O. RXN SMILES: [CH3:24][C:25]#[N:26].[Cl:16][CH2:17][c:18]1[cH:19][cH:20][cH:21][cH:22][cH:23]1.[Na+:15].[O-:11][C:12]([OH:13])=[O:14].[OH:1][c:2]1[c:3]([CH:4]=[O:5])[cH:6][cH:7][c:8]([OH:10])[cH:9]1>>[OH:1][c:2]1[c:3]([CH:4]=[O:5])[cH:6][cH:7][c:8]([O:10][CH2:17][c:18]2[cH:19][cH:20][cH:21][cH:22][cH:23]2)[cH:9]1. Reactants: N[C@@H](CCN1CCC(CC1)C=1C=C(C=CC1)NC(C(C)C)=O)C1=CC=CC=C1 (N-(3-{1-[(3S)-3-amino-3-phenylpropyl]-4-piperidinyl}phenyl)-2-methylpropanamide), ClC1=CC=C(C=C1)N1N=C(C(=C1)C(=O)Cl)CCC (1-(4-chlorophenyl)-3-propyl-1H-pyrazole-4-carbonyl chloride). Yields the product ClC1=CC=C(C=C1)N1N=C(C(=C1)C(=O)N[C@@H](CCN1CCC(CC1)C1=CC(=CC=C1)NC(C(C)C)=O)C1=CC=CC=C1)CCC (1-(4-CHLOROPHENYL)-N-((1S)-3-{4-[3-(ISOBUTYRYLAMINO)PHENYL]-1-PIPERIDINYL}-1-PHENYLPROPYL)-3-PROPYL-1H-PYRAZOLE-4-CARBOXAMIDE). As a reaction SMILES: [NH2:1][C@H:2]([C:23]1[CH:28]=[CH:27][CH:26]=[CH:25][CH:24]=1)[CH2:3][CH2:4][N:5]1[CH2:10][CH2:9][CH:8]([C:11]2[CH:12]=[C:13]([NH:17][C:18](=[O:22])[CH:19]([CH3:21])[CH3:20])[CH:14]=[CH:15][CH:16]=2)[CH2:7][CH2:6]1.[Cl:29][C:30]1[CH:35]=[CH:34][C:33]([N:36]2[CH:40]=[C:39]([C:41](Cl)=[O:42])[C:38]([CH2:44][CH2:45][CH3:46])=[N:37]2)=[CH:32][CH:31]=1>>[Cl:29][C:30]1[CH:31]=[CH:32][C:33]([N:36]2[CH:40]=[C:39]([C:41]([NH:1][C@H:2]([C:23]3[CH:24]=[CH:25][CH:26]=[CH:27][CH:28]=3)[CH2:3][CH2:4][N:5]3[CH2:10][CH2:9][CH:8]([C:11]4[CH:16]=[CH:15][CH:14]=[C:13]([NH:17][C:18](=[O:22])[CH:19]([CH3:21])[CH3:20])[CH:12]=4)[CH2:7][CH2:6]3)=[O:42])[C:38]([CH2:44][CH2:45][CH3:46])=[N:37]2)=[CH:34][CH:35]=1. Reported procedure: Prepared by Procedure Q1 and Scheme AC using N-(3-{1-[(3S)-3-amino-3-phenylpropyl]-4-piperidinyl}phenyl)-2-methylpropanamide and 1-(4-chlorophenyl)-3-propyl-1H-pyrazole-4-carbonyl chloride: ESMS m/e: 626.3 (M+H)+. Reactants: [Cl-].[Al+3].[Cl-].[Cl-] (aluminum chloride), ClC=1C=C(C=CC1)C=CC1=C(C(=O)O)C=CC=C1 (2-(3-chlorophenylethenyl]benzoic acid), S(=O)(Cl)Cl (thionyl chloride), ice, O (water). Run in C(Cl)Cl (methylene chloride), petroleum ether, C(Cl)Cl (methylene chloride). Conditions: time 1 hour. Yields the product ClC1=CC2=C(C(C3=C(C=C2)C=CC=C3)=O)C=C1 (2-chloro-5H-dibenzo-[a,d]cyclohepten-5-one). Yield: 58.0%. Reaction SMILES: [Cl:1][C:2]1[CH:3]=[C:4]([CH:8]=[CH:9][C:10]2[CH:18]=[CH:17][CH:16]=[CH:15][C:11]=2[C:12]([OH:14])=O)[CH:5]=[CH:6][CH:7]=1.S(Cl)(Cl)=O.[Cl-].[Al+3].[Cl-].[Cl-].O>C(Cl)Cl>[Cl:1][C:2]1[CH:7]=[CH:6][C:5]2[C:12](=[O:14])[C:11]3[CH:15]=[CH:16][CH:17]=[CH:18][C:10]=3[CH:9]=[CH:8][C:4]=2[CH:3]=1 |f:2.3.4.5|. Procedure: To 500 g (1.933 mol) of (E/Z)-2-[2-(3-chlorophenylethenyl]benzoic acid (in a ratio of about 23:77) in 500 ml of methylene chloride were added dropwise with stirring at the reflux temperature 241.6 g (2.031 mol) of thionyl chloride in the course of 1 hour and stirred in for 1 hour. Thereafter a suspension of 333 g (2.497 mol) of anhydrous aluminum chloride in 100 ml of methylene chloride was added at room temperature in the course of 45 min and stirred in at room temperature for 30 min, and the r... Reactants: CCOC(=O)C(C)Br, Oc1ccc(OCc2ccccc2)cc1, C[O-], CN(C)P(=O)(N(C)C)N(C)C, [Na+]. Yields the product CCOC(=O)C(C)Oc1ccc(OCc2ccccc2)cc1. RXN SMILES: [Br:19][CH:20]([C:21](=[O:22])[O:23][CH2:24][CH3:25])[CH3:26].[CH2:1]([c:2]1[cH:3][cH:4][cH:5][cH:6][cH:7]1)[O:8][c:9]1[cH:10][cH:11][c:12]([OH:15])[cH:13][cH:14]1.[CH3:16][O-:17].[CH3:27][N:28]([P:29]([N:30]([CH3:31])[CH3:32])([N:33]([CH3:34])[CH3:35])=[O:36])[CH3:37].[Na+:18]>>[CH2:1]([c:2]1[cH:3][cH:4][cH:5][cH:6][cH:7]1)[O:8][c:9]1[cH:10][cH:11][c:12]([O:15][CH:20]([C:21](=[O:22])[O:23][CH2:24][CH3:25])[CH3:26])[cH:13][cH:14]1. Reactants: C1(=CC=CC=C1)NC(=S)NC1=NC=CC=C1 (1-phenyl-3-pyridin-2-yl-thiourea), S(=O)(=O)(OC)OC (dimethyl sulfate), C(=O)(Cl)Cl (phosgene), C([O-])([O-])=O.[K+].[K+] (potassium carbonate), 1b, Cl.NO (hydroxylamine hydrochloride), C(C)(C)N(C(C)C)CC (N,N-diisopropylethylamine), 1c, C([O-])([O-])=O.[K+].[K+] (potassium carbonate), C(=O)(Cl)Cl (phosgene). The solvent is C(C)#N (acetonitrile), C1(=CC=CC=C1)C (toluene), O (Water), ClCCl (dichloromethane), C(C)#N (acetonitrile), C1(=CC=CC=C1)C (toluene). Reaction conditions: time 18 hour. The product is C1(=CC=CC=C1)NC1=NN2C(C=CC=C2)=N1 (Phenyl-[1,2,4]triazolo[1,5-a]pyridin-2-yl-amine), solid. Yield: 18.0%. Reaction SMILES: [C:1]1([NH:7][C:8]([NH:10][C:11]2[CH:16]=[CH:15][CH:14]=[CH:13][N:12]=2)=S)[CH:6]=[CH:5][CH:4]=[CH:3][CH:2]=1.S(OC)(OC)(=O)=O.Cl.NO.C([N:30](CC)C(C)C)(C)C.C(=O)([O-])[O-].[K+].[K+].C(Cl)(Cl)=O>C(#N)C.C1(C)C=CC=CC=1.O.ClCCl>[C:1]1([NH:7][C:8]2[N:10]=[C:11]3[CH:16]=[CH:15][CH:14]=[CH:13][N:12]3[N:30]=2)[CH:6]=[CH:5][CH:4]=[CH:3][CH:2]=1 |f:2.3,5.6.7|. Procedure: A suspension of 1-phenyl-3-pyridin-2-yl-thiourea (1.0 g, 4.4 mmol) and dimethyl sulfate (0.45 mL, 4.8 mmol) in acetonitrile (6 mL) was heated at reflux for 4 hours. The mixture was cooled to room temperature and the volatiles were evaporated. 1b) To the residue was added hydroxylamine hydrochloride (0.67 g, 9.6 mmol), N,N-diisopropylethylamine (3.3 mL, 19 mmol) and dichloromethane (8 mL). The mixture was stirred at room temperature for 18 hours. Water (10 mL) was added. A nitrogen sparge tube co... Reactants: Cc1c[nH]cn1, CN1CCCC1=O, N#Cc1cc(F)cc(C(F)(F)F)c1, [H-], [Na+], O. Yields the product Cc1cn(-c2cc(C#N)cc(C(F)(F)F)c2)cn1. RXN SMILES: [CH3:1][c:2]1[n:3][cH:4][nH:5][cH:6]1.[CH3:23][N:24]1[CH2:25][CH2:26][CH2:27][C:28]1=[O:29].[F:9][c:10]1[cH:11][c:12]([C:13]#[N:14])[cH:15][c:16]([C:18]([F:19])([F:20])[F:21])[cH:17]1.[H-:7].[Na+:8].[OH2:22]>>[CH3:1][c:2]1[n:3][cH:4][n:5](-[c:10]2[cH:11][c:12]([C:13]#[N:14])[cH:15][c:16]([C:18]([F:19])([F:20])[F:21])[cH:17]2)[cH:6]1.